Task: describe an organic reaction: reactants, conditions, products, and yield. Dataset: the Open Reaction Database (ORD), a public repository of structured organic reaction records Starting materials: FC(S(=O)(=O)OC=1C(=CC(=C2C=CC=NC12)Cl)C(C)=O)(F)F (7-Acetyl-5-chloroquinolin-8-yl trifluoromethanesulfonate), N1CCC(CC1)CO (4-piperidinemethanol), (S)-(−)-2,2′-bs(diphenylphosphino)-1,1′-binaphthyl, C([O-])([O-])=O.[Cs+].[Cs+] (cesium carbonate). Reagents/catalysts: C(C)(=O)[O-].[Pd+2].C(C)(=O)[O-] (palladium acetate). Run in O1CCCC1 (tetrahydrofuran), ClCCl (dichloromethane). Run at temperature 65 celsius. Yields the product ClC1=C2C=CC=NC2=C(C(=C1)C(C)=O)N1CCC(CC1)CO (1-{5-Chloro-8-[4-(hydroxymethyl)piperidin-1-yl]quinolin-7-yl}ethanone). Isolated yield 27.7%. Reaction SMILES: FC(F)(F)S(O[C:7]1[C:8]([C:18](=[O:20])[CH3:19])=[CH:9][C:10]([Cl:17])=[C:11]2[C:16]=1[N:15]=[CH:14][CH:13]=[CH:12]2)(=O)=O.[NH:23]1[CH2:28][CH2:27][CH:26]([CH2:29][OH:30])[CH2:25][CH2:24]1.C(=O)([O-])[O-].[Cs+].[Cs+]>O1CCCC1.ClCCl.C([O-])(=O)C.[Pd+2].C([O-])(=O)C>[Cl:17][C:10]1[CH:9]=[C:8]([C:18](=[O:20])[CH3:19])[C:7]([N:23]2[CH2:28][CH2:27][CH:26]([CH2:29][OH:30])[CH2:25][CH2:24]2)=[C:16]2[C:11]=1[CH:12]=[CH:13][CH:14]=[N:15]2 |f:2.3.4,7.8.9|. Procedure: A stirred mixture of 7-acetyl-5-chloroquinolin-8-yl trifluoromethanesulfonate (0.12 g, 0.34 mmol, from Example 47, Step 2), 4-piperidinemethanol (0.047 g, 0.41 mmol), palladium acetate (1.5 mg, 0068 mmol), (S)-(−)-2,2′-bs(diphenylphosphino)-1,1′-binaphthyl (6.3 mg, 0.010 mmol), and cesium carbonate (0.31 g, 0.95 mmol) in tetrahydrofuran (3 mL) was heated at 65° C. overnight. The mixture was cooled, diluted with dichloromethane and filtered. The filtrate was washed with brine, dried over MgSO4, e...